From a dataset of the Open Reaction Database (ORD), a public repository of structured organic reaction records. describe an organic reaction: reactants, conditions, products, and yield Starting materials: [H-].[Na+] (Sodium hydride), C1(CCCCC1)C(=O)NC1=CC(=C(C=C1)[N+](=O)[O-])F (cyclohexyl-N-(3-fluoro-4-nitrophenyl)carboxamide), CI (methyl iodide). The solvent is CN(C)C=O (DMF). Reaction conditions: time 8 hour. Yields the product C1(CCCCC1)C(=O)N(C)C1=CC(=C(C=C1)[N+](=O)[O-])F (cyclohexyl-N-(3-fluoro-4-nitrophenyl)-N-methyl-carboxamide), residue. The yield is 82.0%. As a reaction SMILES: [H-].[Na+].[CH:3]1([C:9]([NH:11][C:12]2[CH:17]=[CH:16][C:15]([N+:18]([O-:20])=[O:19])=[C:14]([F:21])[CH:13]=2)=[O:10])[CH2:8][CH2:7][CH2:6][CH2:5][CH2:4]1.[CH3:22]I>CN(C=O)C>[CH:3]1([C:9]([N:11]([C:12]2[CH:17]=[CH:16][C:15]([N+:18]([O-:20])=[O:19])=[C:14]([F:21])[CH:13]=2)[CH3:22])=[O:10])[CH2:4][CH2:5][CH2:6][CH2:7][CH2:8]1 |f:0.1|. Procedure details: 60% Sodium hydride powder (1.1 mmol, 0.045 g) was added in portions to a cooled solution of cyclohexyl-N-(3-fluoro-4-nitrophenyl)carboxamide (1 mmol, 0.266 g) and methyl iodide (1.2 mmol, 0.16 g) in DMF (5 mL). The reaction mixture was stirred overnight at room temperature. The solvent was removed under reduced pressure and the residue was dissolved in CH2Cl2 (50 mL) and washed with 10% NaHCO3, brine, H2O, dried over Na2SO4 and the solvent evaporated to afford 0.23 g of the title compound as a y... Reactants: CCc1cc(CN2CC(C(=O)OC)C2)sc1-c1noc(-c2ccc(Oc3cccc(F)c3)cc2)n1, CC(=O)O, [Li+], [OH-], O. Product: CCc1cc(CN2CC(C(=O)O)C2)sc1-c1noc(-c2ccc(Oc3cccc(F)c3)cc2)n1. As a reaction SMILES: [CH2:1]([CH3:2])[c:3]1[cH:4][c:5]([CH2:27][N:28]2[CH2:29][CH:30]([C:32](=[O:33])[O:34][CH3:35])[CH2:31]2)[s:6][c:7]1-[c:8]1[n:9][o:10][c:11](-[c:13]2[cH:14][cH:15][c:16]([O:19][c:20]3[cH:21][c:22]([F:26])[cH:23][cH:24][cH:25]3)[cH:17][cH:18]2)[n:12]1.[CH3:39][C:40](=[O:41])[OH:42].[Li+:38].[OH-:37].[OH2:36]>>[CH2:1]([CH3:2])[c:3]1[cH:4][c:5]([CH2:27][N:28]2[CH2:29][CH:30]([C:32](=[O:33])[OH:34])[CH2:31]2)[s:6][c:7]1-[c:8]1[n:9][o:10][c:11](-[c:13]2[cH:14][cH:15][c:16]([O:19][c:20]3[cH:21][c:22]([F:26])[cH:23][cH:24][cH:25]3)[cH:17][cH:18]2)[n:12]1. Reactants: O=C1c2c(OCc3ccccc3)c(=O)cc(CO)n2CCN1Cc1ccc(Cl)c(Cl)c1, ClC(Cl)Cl. Yields the product O=Cc1cc(=O)c(OCc2ccccc2)c2n1CCN(Cc1ccc(Cl)c(Cl)c1)C2=O. RXN SMILES: [CH2:1]([c:2]1[cH:3][cH:4][cH:5][cH:6][cH:7]1)[O:8][c:9]1[c:10](=[O:31])[cH:11][c:12]([CH2:29][OH:30])[n:13]2[c:14]1[C:15](=[O:28])[N:16]([CH2:19][c:20]1[cH:21][c:22]([Cl:27])[c:23]([Cl:26])[cH:24][cH:25]1)[CH2:17][CH2:18]2.[CH:32]([Cl:33])([Cl:34])[Cl:35]>>[CH2:1]([c:2]1[cH:3][cH:4][cH:5][cH:6][cH:7]1)[O:8][c:9]1[c:10](=[O:31])[cH:11][c:12]([CH:29]=[O:30])[n:13]2[c:14]1[C:15](=[O:28])[N:16]([CH2:19][c:20]1[cH:21][c:22]([Cl:27])[c:23]([Cl:26])[cH:24][cH:25]1)[CH2:17][CH2:18]2. Starting materials: C1(=CC=CC=C1)SCCCCO (4-(Phenylthio)-1-butanol), BrCCCCCCBr (1,6-dibromohexane), [OH-].[Na+] (sodium hydroxide). Solvent: O (water). Product: BrCCCCCCOCCCCSC1=CC=CC=C1 ([[4-[(6-Bromohexyl)oxy]butyl]thio]benzene). The yield is 55.7%. RXN SMILES: [C:1]1([S:7][CH2:8][CH2:9][CH2:10][CH2:11][OH:12])[CH:6]=[CH:5][CH:4]=[CH:3][CH:2]=1.[Br:13][CH2:14][CH2:15][CH2:16][CH2:17][CH2:18][CH2:19]Br.[OH-].[Na+]>O>[Br:13][CH2:14][CH2:15][CH2:16][CH2:17][CH2:18][CH2:19][O:12][CH2:11][CH2:10][CH2:9][CH2:8][S:7][C:1]1[CH:6]=[CH:5][CH:4]=[CH:3][CH:2]=1 |f:2.3|. Procedure: 4-(Phenylthio)-1-butanol (5.25 g), 1,6-dibromohexane (21.08 g), TAB (1 g) and 40% sodium hydroxide solution (45 ml) were stirred together at room temperature for 18 h. The mixture was diluted with water (150 ml), extracted with diethyl ether (2×150 ml), the organic layer washed with brine (100 ml), dried and evaporated in vacuo to give an oil. Purification by FCC eluting with System A (0:20→1:19) gave the title compound (5.54 g) as a colourless oil. T.l.c. (System A 1:9) Rf 0.12.